Task: describe an organic reaction: reactants, conditions, products, and yield. Dataset: the Open Reaction Database (ORD), a public repository of structured organic reaction records Starting materials: CCO, [Na+], [OH-], CCOC(=O)COC1c2ccccc2-c2ccccc21. Yields the product O=C(O)COC1c2ccccc2-c2ccccc21. RXN SMILES: [CH3:23][CH2:24][OH:25].[Na+:2].[OH-:1].[cH:3]1[cH:4][cH:5][cH:6][c:7]2[c:15]1[CH:14]([O:16][CH2:17][C:18](=[O:19])[O:20][CH2:21][CH3:22])[c:13]1[c:8]-2[cH:9][cH:10][cH:11][cH:12]1>>[cH:3]1[cH:4][cH:5][cH:6][c:7]2[c:15]1[CH:14]([O:16][CH2:17][C:18](=[O:19])[OH:20])[c:13]1[c:8]-2[cH:9][cH:10][cH:11][cH:12]1.